Dataset: the Open Reaction Database (ORD), a public repository of structured organic reaction records. Task: describe an organic reaction: reactants, conditions, products, and yield Reactants: CN(C)C1CCC(C(=O)Nc2c(C(=O)Nc3ccc(Cl)cn3)oc3ccc([N+](=O)[O-])cc23)CC1, CCO, [Na+], C1CCOC1, [OH-], O, Cl[Sn]Cl. Yields the product CN(C)C1CCC(C(=O)Nc2c(C(=O)Nc3ccc(Cl)cn3)oc3ccc(N)cc23)CC1. RXN SMILES: [CH3:1][N:2]([CH:3]1[CH2:4][CH2:5][CH:6]([C:9](=[O:10])[NH:11][c:12]2[c:13]([C:24](=[O:25])[NH:26][c:27]3[n:28][cH:29][c:30]([Cl:33])[cH:31][cH:32]3)[o:14][c:15]3[c:16]2[cH:17][c:18]([N+:21]([O-:22])=[O:23])[cH:19][cH:20]3)[CH2:7][CH2:8]1)[CH3:34].[CH3:41][CH2:42][OH:43].[Na+:40].[O:44]1[CH2:45][CH2:46][CH2:47][CH2:48]1.[OH-:39].[OH2:38].[Sn:35]([Cl:36])[Cl:37]>>[CH3:1][N:2]([CH:3]1[CH2:4][CH2:5][CH:6]([C:9](=[O:10])[NH:11][c:12]2[c:13]([C:24](=[O:25])[NH:26][c:27]3[n:28][cH:29][c:30]([Cl:33])[cH:31][cH:32]3)[o:14][c:15]3[c:16]2[cH:17][c:18]([NH2:21])[cH:19][cH:20]3)[CH2:7][CH2:8]1)[CH3:34]. Starting materials: C(CC)P1(OP(OP(O1)(=O)CCC)(=O)CCC)=O (T3P), Cl.Cl.CC1=NC2=CC=CC=C2C(=C1)NC(NCCN1CCC(CC1)C(=O)O)=O (1-{2-[3-(2-methyl-quinolin-4-yl)-ureido]-ethyl}-piperidine-4-carboxylic acid dihydrochloride), TEA, CNC1=CC=CC=C1 (N-methylaniline). Solvent: CN(C)C=O (DMF). Conditions: time 15 hour. The product is CN(C(=O)C1CCN(CC1)CCNC(=O)NC1=CC(=NC2=CC=CC=C12)C)C1=CC=CC=C1 (1-{2-[3-(2-Methyl-quinolin-4-y)-ureido]-ethyl}-piperidine-4-carboxylic acid methyl-phenyl-amide). As a reaction SMILES: Cl.Cl.[CH3:3][C:4]1[CH:13]=[C:12]([NH:14][C:15](=[O:28])[NH:16][CH2:17][CH2:18][N:19]2[CH2:24][CH2:23][CH:22]([C:25]([OH:27])=O)[CH2:21][CH2:20]2)[C:11]2[C:6](=[CH:7][CH:8]=[CH:9][CH:10]=2)[N:5]=1.[CH3:29][NH:30][C:31]1[CH:36]=[CH:35][CH:34]=[CH:33][CH:32]=1.C(P1(=O)OP(CCC)(=O)OP(CCC)(=O)O1)CC>CN(C=O)C>[CH3:29][N:30]([C:31]1[CH:36]=[CH:35][CH:34]=[CH:33][CH:32]=1)[C:25]([CH:22]1[CH2:23][CH2:24][N:19]([CH2:18][CH2:17][NH:16][C:15]([NH:14][C:12]2[C:11]3[C:6](=[CH:7][CH:8]=[CH:9][CH:10]=3)[N:5]=[C:4]([CH3:3])[CH:13]=2)=[O:28])[CH2:20][CH2:21]1)=[O:27] |f:0.1.2|. Procedure: To a suspension of 1-{2-[3-(2-methyl-quinolin-4-yl)-ureido]-ethyl}-piperidine-4-carboxylic acid dihydrochloride (64.25 mg, 0.15 mmol), TEA (0.07 mL, 0.5 mmol) and N-methylaniline (11 mg, 0.1 mmol) in DMF (0.6 mL) is is added T3P (50% in EtOAc, 0.07 mL, 0.12 mmol) at room temperature. The mixture is stirred for 15 h, quenched with sat. Na2CO3 (5 mL) and extracted with CH2Cl2 (3×10 mL). The organic phases are dried (Na2SO4), filtered, evaporated and the residue purified by preparative HPLC to prov...